describe an organic reaction: reactants, conditions, products, and yield From a dataset of the Open Reaction Database (ORD), a public repository of structured organic reaction records. Reactants: CCO, OCC#Cc1cccc(CO)c1. Product: OCCCc1cccc(CO)c1. As a reaction SMILES: [CH3:13][CH2:14][OH:15].[OH:1][CH2:2][c:3]1[cH:4][c:5]([C:9]#[C:10][CH2:11][OH:12])[cH:6][cH:7][cH:8]1>>[OH:1][CH2:2][c:3]1[cH:4][c:5]([CH2:9][CH2:10][CH2:11][OH:12])[cH:6][cH:7][cH:8]1. The product is CC1=CC=C(C=N1)C(=O)N1CC(C1)C(=O)N1CCNCCC1 (1-({1-[(6-methylpyridin-3-yl)carbonyl]azetidin-3-yl}carbonyl)-1,4-diazepane). Solvent: C(Cl)Cl (DCM). Reaction conditions: time 24 hour. Procedure: To a stirred solution of tert-butyl 4-({1-[(6-methylpyridin-3-yl)carbonyl]azetidin-3-yl}carbonyl)-1,4-diazepane-1-carboxylate (455 mg, 1.13 mmol) in DCM (10 mL) was added TFA (440 μL, 5.65 mmol) and stirred at room temperature for 24 hours. The reaction was re-charged with TFA (0.5 mL, 6.5 mmol) and the reaction stirred for a further 5 hours until consumption of starting materials seen by TLC. Volatiles were removed at reduced pressure and the crude product shaken with Ambersep 900-OH resin in D... Yield: 88.4%. Reaction SMILES: [CH3:1][C:2]1[N:7]=[CH:6][C:5]([C:8]([N:10]2[CH2:13][CH:12]([C:14]([N:16]3[CH2:22][CH2:21][CH2:20][N:19](C(OC(C)(C)C)=O)[CH2:18][CH2:17]3)=[O:15])[CH2:11]2)=[O:9])=[CH:4][CH:3]=1.C(O)(C(F)(F)F)=O>C(Cl)Cl>[CH3:1][C:2]1[N:7]=[CH:6][C:5]([C:8]([N:10]2[CH2:13][CH:12]([C:14]([N:16]3[CH2:22][CH2:21][CH2:20][NH:19][CH2:18][CH2:17]3)=[O:15])[CH2:11]2)=[O:9])=[CH:4][CH:3]=1. The reactants are CC1=CC=C(C=N1)C(=O)N1CC(C1)C(=O)N1CCN(CCC1)C(=O)OC(C)(C)C (tert-butyl 4-({1-[(6-methylpyridin-3-yl)carbonyl]azetidin-3-yl}carbonyl)-1,4-diazepane-1-carboxylate), C(=O)(C(F)(F)F)O (TFA), C(=O)(C(F)(F)F)O (TFA). Starting materials: N1C=C(C2=CC=CC=C12)CC(CN(C)C)O (1-(indol-3-yl)-3-(dimethylamino)propan-2-ol), C1(=CC=C(C=C1)S(=O)(=O)O)C (p-toluenesulfonic acid). The solvent is CC(=O)C (acetone). Product: CN(C)CC1CC2=C(NC3=CC=CC=C23)C(O1)(C)C (3-[(dimethylamino)methyl]-1,3,4,9-tetrahydro-1, 1-dimethylpyrano[3,4-b]indole). RXN SMILES: [NH:1]1[C:9]2[C:4](=[CH:5][CH:6]=[CH:7][CH:8]=2)[C:3]([CH2:10][CH:11]([OH:16])[CH2:12][N:13]([CH3:15])[CH3:14])=[CH:2]1.[C:17]1(C)[CH:22]=CC(S(O)(=O)=O)=C[CH:18]=1>CC(C)=O>[CH3:14][N:13]([CH2:12][CH:11]1[O:16][C:17]([CH3:22])([CH3:18])[C:2]2[NH:1][C:9]3[C:4]([C:3]=2[CH2:10]1)=[CH:5][CH:6]=[CH:7][CH:8]=3)[CH3:15]. Procedure details: A mixture of 1-(indol-3-yl)-3-(dimethylamino)propan-2-ol [9.5 g, 0.00435 mole, described by Z. G. Starostina et al., Khim.-Farm. Zh., 6, 14(1972) (Chem. Abstr., 78, 58185 r)] and p-toluenesulfonic acid (10 g, 0.0525 mole) in dry acetone (100 ml), is refluxed for 24 hours. The reaction mixture is evaporated and the residue is dissolved in water. The aqueous acidic solution is extracted with diethyl ether and the aqueous phase is basified with a saturated solution of sodium carbonate. The alkaline... The reactants are CC1(C#C[Si](C)(C)C)COC1, CC(C)NC(C)C, Clc1nccnc1OC1CN(c2ccc3ccccc3n2)C1, [Cu]I, c1ccc(P(c2ccccc2)(c2ccccc2)[Pd](P(c2ccccc2)(c2ccccc2)c2ccccc2)(P(c2ccccc2)(c2ccccc2)c2ccccc2)P(c2ccccc2)(c2ccccc2)c2ccccc2)cc1. Yields the product CC1(C#Cc2nccnc2OC2CN(c3ccc4ccccc4n3)C2)COC1. Reaction SMILES: [CH3:30][Si:31]([C:32]#[C:33][C:34]1([CH3:38])[CH2:35][O:36][CH2:37]1)([CH3:39])[CH3:40].[CH:23]([NH:24][CH:25]([CH3:26])[CH3:27])([CH3:28])[CH3:29].[Cl:1][c:2]1[c:3]([O:8][CH:9]2[CH2:10][N:11]([c:13]3[n:14][c:15]4[cH:16][cH:17][cH:18][cH:19][c:20]4[cH:21][cH:22]3)[CH2:12]2)[n:4][cH:5][cH:6][n:7]1.[Cu:118][I:119].[cH:41]1[cH:42][cH:43][c:44]([P:45]([Pd:46]([P:47]([c:48]2[cH:49][cH:50][cH:51][cH:52][cH:53]2)([c:54]2[cH:55][cH:56][cH:57][cH:58][cH:59]2)[c:60]2[cH:61][cH:62][cH:63][cH:64][cH:65]2)([P:66]([c:67]2[cH:68][cH:69][cH:70][cH:71][cH:72]2)([c:73]2[cH:74][cH:75][cH:76][cH:77][cH:78]2)[c:79]2[cH:80][cH:81][cH:82][cH:83][cH:84]2)[P:85]([c:86]2[cH:87][cH:88][cH:89][cH:90][cH:91]2)([c:92]2[cH:93][cH:94][cH:95][cH:96][cH:97]2)[c:98]2[cH:99][cH:100][cH:101][cH:102][cH:103]2)([c:104]2[cH:105][cH:106][cH:107][cH:108][cH:109]2)[c:110]2[cH:111][cH:112][cH:113][cH:114][cH:115]2)[cH:116][cH:117]1>>[c:2]1([C:32]#[C:33][C:34]2([CH3:38])[CH2:35][O:36][CH2:37]2)[c:3]([O:8][CH:9]2[CH2:10][N:11]([c:13]3[n:14][c:15]4[cH:16][cH:17][cH:18][cH:19][c:20]4[cH:21][cH:22]3)[CH2:12]2)[n:4][cH:5][cH:6][n:7]1. Reactants: C(=O)(OC)C1C(C(SC1)CCC)=O (4-carbomethoxy-3-keto-2-propyl-tetrahydrothiophene), 40.0, Cl.NO (hydroxylamine hydrochloride). Solvent: N1=CC=CC=C1 (pyridine). Run at time 8 hour. The product is C(=O)(OC)C1C(C(SC1)CCC)=NO (4-carbomethoxy-3-keto-2-propyl-tetrahydrothiophene oxime). Yield: 99.0%. RXN SMILES: [C:1]([CH:5]1[CH2:9][S:8][CH:7]([CH2:10][CH2:11][CH3:12])[C:6]1=O)([O:3][CH3:4])=[O:2].Cl.[NH2:15][OH:16]>N1C=CC=CC=1>[C:1]([CH:5]1[CH2:9][S:8][CH:7]([CH2:10][CH2:11][CH3:12])[C:6]1=[N:15][OH:16])([O:3][CH3:4])=[O:2] |f:1.2|. Procedure: A solution of 94.0 g (0.465 mole) of 4-carbomethoxy-3-keto-2-propyl-tetrahydrothiophene in 250 ml of dry pyridine was treated with 40.0 (0.576 mole) of hydroxylamine hydrochloride at 25°. The reaction was stirred overnight at room temperature. The solvent was evaporated and the residue was partitioned between 1 N HCl and methylene chloride. The organic phase was dried over sodium sulfate and evaporated to afford 100 g (0.461 mole, 99%) of pure 4-carbomethoxy-3-keto-2-propyl-tetrahydrothiophene o... Starting materials: C=1C=CC2=C(C1)C(=O)C=CC2=O (naphthoquinone), C=CC=C (butadiene). Product: C1CCCC=2C(C3=CC=CC=C3C(C12)=O)=O (tetrahydroanthraquinone), molecular oxygen. Reaction SMILES: [CH:1]1[CH:2]=[CH:3][C:4]2[C:11](=[O:12])[CH:10]=[CH:9][C:7](=[O:8])[C:5]=2[CH:6]=1.[CH2:13]=[CH:14][CH:15]=[CH2:16]>>[CH2:13]1[C:10]2[C:11](=[O:12])[C:4]3[C:5](=[CH:6][CH:1]=[CH:2][CH:3]=3)[C:7](=[O:8])[C:9]=2[CH2:16][CH2:15][CH2:14]1. Procedure details: A process has now been found for the isolation of purified anthraquinone from the crude anthraquinone which has been obtained by oxidation of naphthalene to give naphthoquinone, reaction of the oxidation product with butadiene to give tetrahydroanthraquinone, oxydehydrogenation of this reaction product with molecular oxygen to give a crude anthraquinone and optionally removal of naphthalene, phthalic anhydride and low-boiling substances from this crude anthraquinone, which is characterized in th... Reactants: N1=C(C=CC=C1)C=CC(=O)OC (Methyl 3-(pyridin-2-yl)acrylate), C(Cl)(Cl)Cl (chloroform). The reagents and catalysts are O=[Pt]=O (PtO2). Run in C1CCOC1 (THF). Run at time 8 hour. The product is Cl.N1C(CCCC1)CCC(=O)OC (Methyl 3-(piperidin-2-yl)propionate hydrochloride). As a reaction SMILES: [N:1]1[CH:6]=[CH:5][CH:4]=[CH:3][C:2]=1[CH:7]=[CH:8][C:9]([O:11][CH3:12])=[O:10].C(Cl)(Cl)[Cl:14]>C1COCC1.O=[Pt]=O>[ClH:14].[NH:1]1[CH2:6][CH2:5][CH2:4][CH2:3][CH:2]1[CH2:7][CH2:8][C:9]([O:11][CH3:12])=[O:10] |f:4.5|. Procedure: Methyl 3-(pyridin-2-yl)acrylate (22.15 g, 136 mmol) was dissolved in THF (300 ml) and chloroform (10.9 ml), and PtO2 (3.08 g, 13.6 mmol, 0.1 eq.) was added under a nitrogen atmosphere. The solution was first rinsed with nitrogen for 10 min and was then stirred overnight under a H2 atmosphere (8 bar). After cooling, rinsing with nitrogen was first carried out again, the catalyst was removed by filtering over filtering earth and then rinsed with DCM, and the filtrate was concentrated to dryness in... The reactants are C, CN(CCCCNC(=O)OCc1ccccc1)Cc1ccc(CN(Cc2ncc[nH]2)Cc2nccn2C)cc1, CO, CCO, [Pd]. Yields the product CN(CCCCN)Cc1ccc(CN(Cc2ncc[nH]2)Cc2nccn2C)cc1. RXN SMILES: [C:45].[CH2:1]([O:2][C:3](=[O:4])[NH:10][CH2:11][CH2:12][CH2:13][CH2:14][N:15]([CH3:16])[CH2:17][c:18]1[cH:19][cH:20][c:21]([CH2:24][N:25]([CH2:26][c:27]2[n:28]([CH3:32])[cH:29][cH:30][n:31]2)[CH2:33][c:34]2[nH:35][cH:36][cH:37][n:38]2)[cH:22][cH:23]1)[c:5]1[cH:6][cH:7][cH:8][cH:9][cH:39]1.[CH3:40][OH:41].[CH3:42][CH2:43][OH:44].[Pd:46]>>[NH2:10][CH2:11][CH2:12][CH2:13][CH2:14][N:15]([CH3:16])[CH2:17][c:18]1[cH:19][cH:20][c:21]([CH2:24][N:25]([CH2:26][c:27]2[n:28]([CH3:32])[cH:29][cH:30][n:31]2)[CH2:33][c:34]2[n:35][cH:36][cH:37][nH:38]2)[cH:22][cH:23]1.